From a dataset of the Open Reaction Database (ORD), a public repository of structured organic reaction records. describe an organic reaction: reactants, conditions, products, and yield Reactants: CI, [K+], [K+], O=C([O-])[O-], CN(C)C=O, CCOC(=O)c1onc(O)c1C. The product is CCOC(=O)c1onc(OC)c1C. Reaction SMILES: [CH3:13][I:14].[K+:15].[K+:16].[O-:17][C:18]([O-:19])=[O:20].[O:21]=[CH:22][N:23]([CH3:24])[CH3:25].[OH:1][c:2]1[n:3][o:4][c:5]([C:8](=[O:9])[O:10][CH2:11][CH3:12])[c:6]1[CH3:7]>>[O:1]([c:2]1[n:3][o:4][c:5]([C:8](=[O:9])[O:10][CH2:11][CH3:12])[c:6]1[CH3:7])[CH3:18].